This data is from the Open Reaction Database (ORD), a public repository of structured organic reaction records. The task is: describe an organic reaction: reactants, conditions, products, and yield The reactants are FC(C=1C=C(C#N)C=CC1O[C@@H](C)CC)(F)F (3-Trifluoromethyl-4-(2-(S)-butoxy)benzonitrile), [OH-].[Na+] (NaOH), CCO (EtOH). Reaction conditions: temperature 80 celsius. Yields the product FC(C=1C=C(C(=O)O)C=CC1O[C@@H](C)CC)(F)F (3-Trifluoromethyl-4-(2-(S)-butoxy)benzoic acid). Reaction SMILES: [F:1][C:2]([F:17])([F:16])[C:3]1[CH:4]=C([CH:8]=[CH:9][C:10]=1[O:11][C@H:12]([CH2:14][CH3:15])[CH3:13])C#N.[OH-:18].[Na+].[CH3:20][CH2:21][OH:22]>>[F:1][C:2]([F:17])([F:16])[C:3]1[CH:4]=[C:20]([CH:8]=[CH:9][C:10]=1[O:11][C@H:12]([CH2:14][CH3:15])[CH3:13])[C:21]([OH:18])=[O:22] |f:1.2|. Reported procedure: A solution of 550 mg (2.2 mmol) of 3-trifluoromethyl-4-(2-(S)-methylpropyloxy)benzonitrile (from Step A) in 5 mL of EtOH was treated with 1.5 mL of 5.0 N NaOH and was heated to 80° C. for 3 h. The reaction was then concentrated, treated with 2 N HCl, extracted with 30 mL of EtOAc, dried over MgSO4 and concentrated which afforded 600 mg of the title compound: 1H NMR (500 Mhz) δ 0.99 (t, J=7.3, 3H), 1.43 (d, J=5.9, 3H), 1.73–1.83 (m, 2H), 4.54 (septet, 1H), 7.02 (d, J=8.9, 1H), 8.21 (d, J=8.9, 1H)... Starting materials: C(CCC)N1C([C@H]2CC3=C(NC=4C=CC=CC34)[C@@H](N2C(C1)=O)C1=CC=C(C=C1)[N+](=O)[O-])=O (Cis-2,3,6,7,12,12a-hexahydro-2-butyl-6-(4-nitrophenyl)-pyrazino[2',1':6,1]pyrido[3,4-b]indole-1,4-dione), Cl[Sn]Cl.O (SnCl2.H2O), [OH-].[Na+] (NaOH). Run in CO (methanol). The product is NC1=CC=C(C=C1)[C@@H]1N2[C@H](CC3=C1NC=1C=CC=CC31)C(N(CC2=O)CCCC)=O (Cis-2,3,6,7,12,12a-hexahydro-6-(4-aminophenyl)-2-butyl-pyrazino[2',1':6,1]pyrido[3,4-b]indole-1,4-dione). Yield: 39.4%. RXN SMILES: [CH2:1]([N:5]1[CH2:21][C:20](=[O:22])[N:19]2[C@H:7]([CH2:8][C:9]3[C:17]4[CH:16]=[CH:15][CH:14]=[CH:13][C:12]=4[NH:11][C:10]=3[C@@H:18]2[C:23]2[CH:28]=[CH:27][C:26]([N+:29]([O-])=O)=[CH:25][CH:24]=2)[C:6]1=[O:32])[CH2:2][CH2:3][CH3:4].Cl[Sn]Cl.O.[OH-].[Na+]>CO>[NH2:29][C:26]1[CH:27]=[CH:28][C:23]([C@H:18]2[C:10]3[NH:11][C:12]4[CH:13]=[CH:14][CH:15]=[CH:16][C:17]=4[C:9]=3[CH2:8][C@@H:7]3[C:6](=[O:32])[N:5]([CH2:1][CH2:2][CH2:3][CH3:4])[CH2:21][C:20](=[O:22])[N:19]23)=[CH:24][CH:25]=1 |f:1.2,3.4|. Procedure: To a solution of Example 75 (1.5 g) in methanol (100 mL) was added SnCl2.H2O (3.06) and the resulting mixture was heated at reflux for 8 hours. The mixture was cooled to ambient temperature, poured into ice and was adjusted to pH5 with 1N NaOH. The methanol was evaporated off and the residue was basified to pH11 with 1N NaOH and extracted with EtOAc (2×150 mL). After drying over Na2SO4 and evaporation of EtOAc, the resulting yellow powder was purified by radial chromatography eluting with CH2Cl2...